Task: describe an organic reaction: reactants, conditions, products, and yield. Dataset: the Open Reaction Database (ORD), a public repository of structured organic reaction records Reactants: COc1cc(OC)c(OC)cc1C=CC=O, CC(C)=O, [K+], O=[Mn](=O)(=O)[O-]. The product is COc1cc(OC)c(OC)cc1C=O. Reaction SMILES: [CH3:1][O:2][c:3]1[c:4]([CH:5]=[CH:6][CH:7]=[O:8])[cH:9][c:10]([O:15][CH3:16])[c:11]([O:13][CH3:14])[cH:12]1.[CH3:23][C:24](=[O:25])[CH3:26].[K+:22].[Mn:17](=[O:18])([O-:19])(=[O:20])=[O:21]>>[CH3:1][O:2][c:3]1[c:4]([CH:5]=[O:18])[cH:9][c:10]([O:15][CH3:16])[c:11]([O:13][CH3:14])[cH:12]1. Starting materials: Cc1nc(C(CC2CC2)NC(=O)OC(C)(C)C)no1, Cl, O. The product is Cc1nc(C(N)CC2CC2)no1. RXN SMILES: [CH:1]1([CH2:4][CH:5]([c:6]2[n:7][o:8][c:9]([CH3:11])[n:10]2)[NH:12][C:13](=[O:14])[O:15][C:16]([CH3:17])([CH3:18])[CH3:19])[CH2:2][CH2:3]1.[ClH:21].[OH2:20]>>[CH:1]1([CH2:4][CH:5]([c:6]2[n:7][o:8][c:9]([CH3:11])[n:10]2)[NH2:12])[CH2:2][CH2:3]1. Starting materials: ClC1=C(C=CC(=C1)[N+](=O)[O-])C (2-Chloro-4-nitrotoluene), dichloride monoxide, C(Cl)(Cl)(Cl)Cl (carbon tetrachloride). Yields the product [N+](=O)([O-])C1=CC(=C(C=C1)C(Cl)(Cl)Cl)Cl (1-nitro-3-chloro-4-trichloromethylbenzene). The yield is 99.2%. Reaction SMILES: [Cl:1][C:2]1[CH:7]=[C:6]([N+:8]([O-:10])=[O:9])[CH:5]=[CH:4][C:3]=1C.[C:12]([Cl:16])(Cl)([Cl:14])[Cl:13]>>[N+:8]([C:6]1[CH:5]=[CH:4][C:3]([C:12]([Cl:16])([Cl:14])[Cl:13])=[C:2]([Cl:1])[CH:7]=1)([O-:10])=[O:9]. Procedure details: 2-Chloro-4-nitrotoluene (2.19 g, 0.0128 mole) and dichloride monoxide (4.46 g, 0.0513 mole) in carbon tetrachloride (50 ml) were heated at 75°/18 hrs following the procedure described in Example 6. The product was dried and the solvent removed to give 1-nitro-3-chloro-4-trichloromethylbenzene (3.49 g, purity by HPLC 99.40%, yield 99.2%) as a pale yellow oil. The product was distikled in a short path still (bp 82-85/2μ) to give a pale yellow oil. The reactants are Cl.C1(CC1)COC1=C(C2=C(OCO2)C=C1)C=1C2=C(N=CN1)C(=C(N2)C)C(=O)N[C@H]2CNCC2 (4-[5-(cyclopropylmethoxy)-1,3-benzodioxol-4-yl]-6-methyl-N-[(3R)-pyrrolidin-3-yl]-5H-pyrrolo[3,2-d]pyrimidine-7-carboxamide hydrochloride), COCC(=O)Cl (methoxy-acetyl chloride). Reaction SMILES: Cl.[CH:2]1([CH2:5][O:6][C:7]2[CH:15]=[CH:14][C:10]3[O:11][CH2:12][O:13][C:9]=3[C:8]=2[C:16]2[C:17]3[NH:24][C:23]([CH3:25])=[C:22]([C:26]([NH:28][C@@H:29]4[CH2:33][CH2:32][NH:31][CH2:30]4)=[O:27])[C:18]=3[N:19]=[CH:20][N:21]=2)[CH2:4][CH2:3]1.[CH3:34][O:35][CH2:36][C:37](Cl)=[O:38]>>[CH:2]1([CH2:5][O:6][C:7]2[CH:15]=[CH:14][C:10]3[O:11][CH2:12][O:13][C:9]=3[C:8]=2[C:16]2[C:17]3[NH:24][C:23]([CH3:25])=[C:22]([C:26]([NH:28][C@@H:29]4[CH2:33][CH2:32][N:31]([C:37](=[O:38])[CH2:36][O:35][CH3:34])[CH2:30]4)=[O:27])[C:18]=3[N:19]=[CH:20][N:21]=2)[CH2:4][CH2:3]1 |f:0.1|. Product: C1(CC1)COC1=C(C2=C(OCO2)C=C1)C=1C2=C(N=CN1)C(=C(N2)C)C(=O)N[C@H]2CN(CC2)C(COC)=O (4-[5-(Cyclopropylmethoxy)-1,3-benzodioxol-4-yl]-N-[(3R)-1-(methoxyacetyl)pyrrolidin-3-yl]-6-methyl-5H-pyrrolo[3,2-d]pyrimidine-7-carboxamide). Procedure details: Starting from 4-[5-(cyclopropylmethoxy)-1,3-benzodioxol-4-yl]-6-methyl-N-[(3R)-pyrrolidin-3-yl]-5H-pyrrolo[3,2-d]pyrimidine-7-carboxamide hydrochloride (example D.f4) and commercially available methoxy-acetyl chloride the title compound is obtained as colorless solid. Starting materials: BrC1=CC=C(O[Si](C)(C)C(C)(C)C)C=C1 ((4-bromophenoxy)-(tert-butyl)dimethyl-silane), [Si](C)(C)(C(C)(C)C)OC1=CC=C(N)C=C1 (4-{[tert-butyl(dimethyl)silyl]oxy}aniline), NC1=CC(=NN1C)C#N (5-Amino-1-methyl-1H-pyrazole-3-carbonitrile). Product: [Si](C)(C)(C(C)(C)C)OC1=CC=C(C=C1)NC1=CC(=NN1C)C#N (5-[(4-{[tert-Butyl(dimethyl)silyl]oxy}phenyl)amino]-1-methyl-1H-pyrazole-3-carbonitrile). RXN SMILES: Br[C:2]1[CH:15]=[CH:14][C:5]([O:6][Si:7]([C:10]([CH3:13])([CH3:12])[CH3:11])([CH3:9])[CH3:8])=[CH:4][CH:3]=1.[Si](OC1C=CC(N)=CC=1)(C(C)(C)C)(C)C.[NH2:31][C:32]1[N:36]([CH3:37])[N:35]=[C:34]([C:38]#[N:39])[CH:33]=1>>[Si:7]([O:6][C:5]1[CH:14]=[CH:15][C:2]([NH:31][C:32]2[N:36]([CH3:37])[N:35]=[C:34]([C:38]#[N:39])[CH:33]=2)=[CH:3][CH:4]=1)([C:10]([CH3:13])([CH3:12])[CH3:11])([CH3:9])[CH3:8]. Procedure: The procedure is in accordance with the protocol of Step B of Preparation 1″, replacing the 4-bromo-1-methyl-1H-pyrazole by (4-bromophenoxy)-(tert-butyl)dimethyl-silane and the 4-{[tert-butyl(dimethyl)silyl]oxy}aniline by the compound from Step A. Starting materials: COC(C1=CC(=C(C=C1)OC1=NC=C(C=C1)C(F)(F)F)C#N)=O (3-cyano-4-(5-trifluoromethyl-pyridin-2-yloxy)-benzoic acid methyl ester), O (water). Run in C1CCOC1 (THF). Run at temperature -55 celsius, time 20 minute. Yields the product OCC=1C=CC(=C(C#N)C1)OC1=NC=C(C=C1)C(F)(F)F (5-(Hydroxymethyl)-2-((5-(trifluoromethyl)pyridin-2-yl)oxy)benzonitrile). Isolated yield 60.7%. Reaction SMILES: C[O:2][C:3](=O)[C:4]1[CH:9]=[CH:8][C:7]([O:10][C:11]2[CH:16]=[CH:15][C:14]([C:17]([F:20])([F:19])[F:18])=[CH:13][N:12]=2)=[C:6]([C:21]#[N:22])[CH:5]=1.O>C1COCC1>[OH:2][CH2:3][C:4]1[CH:9]=[CH:8][C:7]([O:10][C:11]2[CH:16]=[CH:15][C:14]([C:17]([F:20])([F:18])[F:19])=[CH:13][N:12]=2)=[C:6]([CH:5]=1)[C:21]#[N:22]. Reported procedure: To a solution of 3-cyano-4-(5-trifluoromethyl-pyridin-2-yloxy)-benzoic acid methyl ester (23 g, 0.070 mol) in anhydrous THF (200 mL) was added portionwise LiAH4 (4.07 g, 0.11 mmol) at −78° C. The reaction mixture was warmed to −55° C. slowly and stirred for 20 mins, diluted with water (3 mL 0.16 mmol, slow addition), filtered and concentrated. Purification via column chromatography on silica gel (petroleum ether/ethyl acetate=10/1 to 5/1) afforded the title product (12.5 g) as a colorless oil.